Dataset: the Open Reaction Database (ORD), a public repository of structured organic reaction records. Task: describe an organic reaction: reactants, conditions, products, and yield Reactants: C(=O)[O-].[NH4+] (Amoniumformiate), FC=1C=CC(=C(O[C@H]2CN(CCC2)C(=O)OC(C)(C)C)C1)[N+](=O)[O-] ((R)-tert-butyl 3-(5-fluoro-2-nitrophenoxy)piperidine-1-carboxylate). Reagents/catalysts: [Pd] (palladium on charcoal). Run in CO (MeOH). Run at time 8 hour. The product is NC1=C(O[C@H]2CN(CCC2)C(=O)OC(C)(C)C)C=C(C=C1)F ((R)-tert-butyl 3-(2-amino-5-fluorophenoxy)piperidine-1-carboxylate). Reaction SMILES: C([O-])=O.[NH4+].[F:5][C:6]1[CH:7]=[CH:8][C:9]([N+:26]([O-])=O)=[C:10]([CH:25]=1)[O:11][C@@H:12]1[CH2:17][CH2:16][CH2:15][N:14]([C:18]([O:20][C:21]([CH3:24])([CH3:23])[CH3:22])=[O:19])[CH2:13]1>[Pd].CO>[NH2:26][C:9]1[CH:8]=[CH:7][C:6]([F:5])=[CH:25][C:10]=1[O:11][C@@H:12]1[CH2:17][CH2:16][CH2:15][N:14]([C:18]([O:20][C:21]([CH3:23])([CH3:24])[CH3:22])=[O:19])[CH2:13]1 |f:0.1|. Reported procedure: Amoniumformiate (1.0 g) was added into a suspension of (R)-tert-butyl 3-(5-fluoro-2-nitrophenoxy)piperidine-1-carboxylate and palladium on charcoal (125.0 mg) in anhydrous MeOH (10.0 ml) at room temperature. The reaction was stirred at room temperature overnight when LCMS analysis indicated consumption of the starting material. The solution was filtered through celite and washed with MeOH. The filtrate was concentrated in vacuo. The residue was triturated with diethylether to remove the ammonium... The reactants are BrC1=C(C(=CC=C1)C)Cl (1-bromo-2-chloro-3-methylbenzene), C(CCC)[Sn](OC)(CCCC)CCCC (tributylmethoxytin), CC(CC(C)=O)=C (4-methylpent-4-en-2-one), C1(=C(C=CC=C1)P(C1=C(C=CC=C1)C)C1=C(C=CC=C1)C)C (tri(o-tolyl)phosphine). The reagents and catalysts are Cl[Pd]Cl (PdCl2). Solvent: ethyl acetate hexanes, C1(=CC=CC=C1)C (toluene). Reaction conditions: temperature 100 celsius. Product: ClC1=C(C=CC=C1C)CC(C)=O (1-(2-chloro-3-methylphenyl)propan-2-one). Isolated yield 80.0%. Reaction SMILES: Br[C:2]1[CH:7]=[CH:6][CH:5]=[C:4]([CH3:8])[C:3]=1[Cl:9].C([Sn](CCCC)(CCCC)OC)CCC.CC(=C)[CH2:27][C:28](=[O:30])[CH3:29].C1(C)C=CC=CC=1P(C1C=CC=CC=1C)C1C=CC=CC=1C>Cl[Pd]Cl.C1(C)C=CC=CC=1>[Cl:9][C:3]1[C:4]([CH3:8])=[CH:5][CH:6]=[CH:7][C:2]=1[CH2:27][C:28](=[O:30])[CH3:29]. Procedure: A Smith process vial was charged with 1-bromo-2-chloro-3-methylbenzene (528 mg, 2.57 mmol, 1 eq.), tributylmethoxytin (1.11 mL, 1.5 eq.), 4-methylpent-4-en-2-one (0.42 mL, 1.5 eq.), PdCl2 (23 mg, 5%) and tri(o-tolyl)phosphine (79 mg, 10%), toluene (1 mL) was added and mixture sparged with nitrogen for 10 minutes and then heated in oil bath at 100° C. for 5 hours. The reaction mixture was diluted with ethyl acetate and washed with brine, dried (MgSO4), filtered, concentrated and purified by flash... The reactants are [N+](=O)([O-])C=1C=C(C=CC1)N1CCC(CC1)C(C1=CC=CC=C1)C1=CC=CC=C1 (1-(3-nitrophenyl)-4-(diphenylmethyl)piperidine). The reagents and catalysts are [Pd] (palladium/carbon). Solvent: C(C)O (ethanol). Run at time 8 hour. The product is C1(=CC=CC=C1)C(C1CCN(CC1)C=1C=C(C=CC1)N)C1=CC=CC=C1 (3-(4-(diphenylmethyl)piperidyl)phenylamine). Yield: 90.5%. Reaction SMILES: [N+:1]([C:4]1[CH:5]=[C:6]([N:10]2[CH2:15][CH2:14][CH:13]([CH:16]([C:23]3[CH:28]=[CH:27][CH:26]=[CH:25][CH:24]=3)[C:17]3[CH:22]=[CH:21][CH:20]=[CH:19][CH:18]=3)[CH2:12][CH2:11]2)[CH:7]=[CH:8][CH:9]=1)([O-])=O>C(O)C.[Pd]>[C:23]1([CH:16]([C:17]2[CH:22]=[CH:21][CH:20]=[CH:19][CH:18]=2)[CH:13]2[CH2:12][CH2:11][N:10]([C:6]3[CH:5]=[C:4]([NH2:1])[CH:9]=[CH:8][CH:7]=3)[CH2:15][CH2:14]2)[CH:24]=[CH:25][CH:26]=[CH:27][CH:28]=1. Procedure details: 1-(3-nitrophenyl)-4-(diphenylmethyl)piperidine (854 mg) was dissolved in ethanol (60 ml), and 10% palladium/carbon (76 mg) was added thereto, followed by stirring the mixture overnight under hydrogen atmosphere. Palladium/carbon was removed by filtration through Celite and the filtrate was concentrated, followed by purifying the residue by silica gel column chromatography (hexane:ethyl acetate=5:4) to obtain 711 mg of 3-(4-(diphenylmethyl)piperidyl)phenylamine. Yield: 90%. Reactants: OC1=CC=C(NC2=C(C=C(C(=O)O)C=C2S(N)(=O)=O)[N+](=O)[O-])C=C1 (4-(p-hydroxyanilino)-3-nitro-5-sulphamyl-benzoic acid), [N+](=O)([O-])C=1C=C(C(=O)O)C=C(C1OC1=CC=CC=C1)S(N)(=O)=O (3-nitro-4-phenoxy-5-sulphamyl-benzoic acid). The product is NC=1C=C(C(=O)O)C=C(C1NC1=CC=C(C=C1)O)S(N)(=O)=O (3-amino-4-(p-hydroxyanilino)-5-sulphamyl-benzoic acid). RXN SMILES: [OH:1][C:2]1[CH:24]=[CH:23][C:5]([NH:6][C:7]2[C:15]([S:16](=[O:19])(=[O:18])[NH2:17])=[CH:14][C:10]([C:11]([OH:13])=[O:12])=[CH:9][C:8]=2[N+:20]([O-])=O)=[CH:4][CH:3]=1.[N+](C1C=C(C=C(S(=O)(=O)N)C=1OC1C=CC=CC=1)C(O)=O)([O-])=O>>[NH2:20][C:8]1[CH:9]=[C:10]([CH:14]=[C:15]([S:16](=[O:19])(=[O:18])[NH2:17])[C:7]=1[NH:6][C:5]1[CH:23]=[CH:24][C:2]([OH:1])=[CH:3][CH:4]=1)[C:11]([OH:13])=[O:12]. Procedure details: By substituting 4-(p-hydroxyanilino)-3-nitro-5-sulphamyl-benzoic acid (10 g) for the 3-nitro-4-phenoxy-5-sulphamyl-benzoic acid of Example 1 B, the above compound was obtained with a melting point of 296°C (decomp.).